describe an organic reaction: reactants, conditions, products, and yield From a dataset of the Open Reaction Database (ORD), a public repository of structured organic reaction records. The reactants are ice, FC1=CC=C2C(C/C(/C2=C1)=C\C(=O)O)(C)C ((E)-2-(6-fluoro-3,3-dimethyl-1-indanylidene)acetic acid), C(C(=O)Cl)(=O)Cl (oxalyl chloride). The solvent is ClCCl (dichloromethane). Run at temperature 25 celsius. Product: FC1=CC=C2C(C/C(/C2=C1)=C\C(=O)Cl)(C)C ((E)-2-(6-fluoro-3,3-dimethyl-1-indanylidene)acetyl chloride). Reaction SMILES: [F:1][C:2]1[CH:10]=[C:9]2[C:5]([C:6]([CH3:16])([CH3:15])[CH2:7]/[C:8]/2=[CH:11]\[C:12](O)=[O:13])=[CH:4][CH:3]=1.C(Cl)(=O)C([Cl:20])=O>ClCCl>[F:1][C:2]1[CH:10]=[C:9]2[C:5]([C:6]([CH3:16])([CH3:15])[CH2:7]/[C:8]/2=[CH:11]\[C:12]([Cl:20])=[O:13])=[CH:4][CH:3]=1. Procedure details: To an ice cold, stirred suspension of (E)-2-(6-fluoro-3,3-dimethyl-1-indanylidene)acetic acid (9.0 g, 0.0409 mol) in dichloromethane (200 ml) was added oxalyl chloride (15.6 g, 0.123 mol, Aldrich). The stirring suspension was allowed to warm to 25° C. during 2 h. The resulting solution was concentrated by spin evaporation in vacuo with the addition of dichloromethane (4×75 ml) to give (E)-2-(6-fluoro-3,3-dimethyl-1-indanylidene)acetyl chloride as an uncharacterized oil. Dichloromethane (approxim... Starting materials: C(C(C)C)(=O)NC=1NC(C=2N=CN(C2N1)CC(=O)OCC)=O (N2-isoButyryl-9-ethoxycarbonylmethylguanine), [OH-].[Na+] (NaOH), Cl (HCl). Run in O (water). Run at time 2 hour. Yields the product C(C(C)C)(=O)NC=1NC(C=2N=CN(C2N1)CC(=O)O)=O (N2-isoButyryl-9-carboxymethylguanine). RXN SMILES: [C:1]([NH:6][C:7]1[NH:8][C:9](=[O:22])[C:10]2[N:11]=[CH:12][N:13]([CH2:16][C:17]([O:19]CC)=[O:18])[C:14]=2[N:15]=1)(=[O:5])[CH:2]([CH3:4])[CH3:3].[OH-].[Na+].Cl>O>[C:1]([NH:6][C:7]1[NH:8][C:9](=[O:22])[C:10]2[N:11]=[CH:12][N:13]([CH2:16][C:17]([OH:19])=[O:18])[C:14]=2[N:15]=1)(=[O:5])[CH:2]([CH3:4])[CH3:3] |f:1.2|. Reported procedure: Compound 11 (3.07 g, 10 mmol) and NaOH (0.8 g, 20 mmol) were dissolved in water (20 mL). The mixture was stirred at room temperature for 2 h. The pH was adjusted to 3 using 1M HCl, to obtain a white precipitate. The solution was filtered off, and the precipitate was washed with a small amount of cold water and dried in vacuo to give 5 as a white solid: yield 2.65 g (95%); MS(+ESI): m/z 280 [M+H]+; 1H NMR (400 MHz, d-DMSO): δ13.32 (s, 1H), 12.06 (s, 1H), 11.64 (s, 1H), 7.93 (s, 1H), 4.88 (s, 2H),... Reactants: ClCC(=O)Cl (Chloroacetyl chloride), C1(=C(C=CC=C1)N1CCNCC1)C (1-o-tolylpiperazine), C([O-])([O-])=O.[Ca+2] (calcium carbonate). The solvent is C(C)C(=O)C (methyl ethyl ketone). Reaction conditions: temperature 0 celsius, time 1 hour. Product: ClCC(=O)N1CCN(CC1)C1=C(C=CC=C1)C (2-chloro-1-(4-o-tolylpiperazin-1-yl)ethanone). Isolated yield 83.0%. Reaction SMILES: [Cl:1][CH2:2][C:3](Cl)=[O:4].[C:6]1([CH3:18])[CH:11]=[CH:10][CH:9]=[CH:8][C:7]=1[N:12]1[CH2:17][CH2:16][NH:15][CH2:14][CH2:13]1.C(=O)([O-])[O-].[Ca+2]>C(C(C)=O)C>[Cl:1][CH2:2][C:3]([N:15]1[CH2:16][CH2:17][N:12]([C:7]2[CH:8]=[CH:9][CH:10]=[CH:11][C:6]=2[CH3:18])[CH2:13][CH2:14]1)=[O:4] |f:2.3|. Procedure details: Chloroacetyl chloride (4.5 ml, 56.6 mmol) is added dropwise to a solution of 1-o-tolylpiperazine (8.31 [lacuna], 47.2 mmol) and calcium carbonate (14.2 g, 142 mmol) in methyl ethyl ketone (100 ml) cooled to 0° C. The reaction mixture is stirred at this temperature for 1 h 30 and is then filtered through Celite. The Celite is rinsed several times with ethyl acetate and 3M sodium hydroxide solution. The two phases of the filtrate are then separated and the organic phase is dried over magnesium sul... Reactants: B, NC(=O)C1CCC(CNS(=O)(=O)c2ccc(Br)cc2OC(F)(F)F)CC1, C1CCOC1. The product is NCC1CCC(CNS(=O)(=O)c2ccc(Br)cc2OC(F)(F)F)CC1. As a reaction SMILES: [BH3:27].[Br:1][c:2]1[cH:3][c:4]([O:22][C:23]([F:24])([F:25])[F:26])[c:5]([S:8](=[O:9])(=[O:10])[NH:11][CH2:12][CH:13]2[CH2:14][CH2:15][CH:16]([C:19](=[O:20])[NH2:21])[CH2:17][CH2:18]2)[cH:6][cH:7]1.[CH2:28]1[O:29][CH2:30][CH2:31][CH2:32]1>>[Br:1][c:2]1[cH:3][c:4]([O:22][C:23]([F:24])([F:25])[F:26])[c:5]([S:8](=[O:9])(=[O:10])[NH:11][CH2:12][CH:13]2[CH2:14][CH2:15][CH:16]([CH2:19][NH2:21])[CH2:17][CH2:18]2)[cH:6][cH:7]1. Starting materials: C(C)(C)(C)OC(=O)N1[C@@H](C[C@@H](C1)NC(=O)C1=NN(C2=CC=CC=C12)C(C)C)COCC(=O)O ([((2S,4S)-1-(tert-butoxycarbonyl)-4-{[(1-isopropyl-1H-indazol-3-yl)carbonyl]amino}pyrrolidin-2-yl)methoxy]acetic acid), CNC (dimethylamine). Yields the product CN(C(COC[C@H]1N(C[C@H](C1)NC(=O)C1=NN(C2=CC=CC=C12)C(C)C)C(=O)OC(C)(C)C)=O)C (tert-Butyl (2S,4S)-2-{[2-(dimethylamino)-2-oxoethoxy]methyl}-4-{[(1-isopropyl-1H-indazol-3-yl)carbonyl]amino}pyrrolidine-1-carboxylate). Reaction SMILES: [C:1]([O:5][C:6]([N:8]1[CH2:12][C@@H:11]([NH:13][C:14]([C:16]2[C:24]3[C:19](=[CH:20][CH:21]=[CH:22][CH:23]=3)[N:18]([CH:25]([CH3:27])[CH3:26])[N:17]=2)=[O:15])[CH2:10][C@H:9]1[CH2:28][O:29][CH2:30][C:31](O)=[O:32])=[O:7])([CH3:4])([CH3:3])[CH3:2].[CH3:34][NH:35][CH3:36]>>[CH3:34][N:35]([CH3:36])[C:31](=[O:32])[CH2:30][O:29][CH2:28][C@@H:9]1[CH2:10][C@H:11]([NH:13][C:14]([C:16]2[C:24]3[C:19](=[CH:20][CH:21]=[CH:22][CH:23]=3)[N:18]([CH:25]([CH3:26])[CH3:27])[N:17]=2)=[O:15])[CH2:12][N:8]1[C:6]([O:5][C:1]([CH3:2])([CH3:3])[CH3:4])=[O:7]. Procedure details: The title compound was prepared according to the procedure described in step 1 of Example 7 from [((2S,4S)-1-(tert-Butoxycarbonyl)-4-{[(1-isopropyl-1H-indazol-3-yl)carbonyl]amino}pyrrolidin-2-yl)methoxy]acetic acid (step 1 of Example 21) and dimethylamine. Starting materials: CN1N=NC=2N(C1=O)C=NC2C(=O)Cl (3-methyl-4-oxo-3,4-dihydroimidazo[5,1-d][1,2,3,5]tetrazine-8-carbonyl chloride), Cl.NCC(=O)C1=CC=CC=C1 (2-aminoacetophenone hydrochloride), CN(C)C=O (DMF). Solvent: N1=CC=CC=C1 (pyridine). Run at time 16 hour. The product is CN1N=NC=2N(C1=O)C=NC2C(=O)NCC(C2=CC=CC=C2)=O (3-Methyl-4-oxo-N-(2-oxo-2-phenylethyl)-3,4-dihydroimidazo[5,1-d][1,2,3,5]tetrazine-8-carboxamide). Reaction SMILES: [CH3:1][N:2]1[C:7](=[O:8])[N:6]2[CH:9]=[N:10][C:11]([C:12](Cl)=[O:13])=[C:5]2[N:4]=[N:3]1.Cl.[NH2:16][CH2:17][C:18]([C:20]1[CH:25]=[CH:24][CH:23]=[CH:22][CH:21]=1)=[O:19].CN(C=O)C>N1C=CC=CC=1>[CH3:1][N:2]1[C:7](=[O:8])[N:6]2[CH:9]=[N:10][C:11]([C:12]([NH:16][CH2:17][C:18](=[O:19])[C:20]3[CH:25]=[CH:24][CH:23]=[CH:22][CH:21]=3)=[O:13])=[C:5]2[N:4]=[N:3]1 |f:1.2|. Procedure details: To 3-methyl-4-oxo-3,4-dihydroimidazo[5,1-d][1,2,3,5]tetrazine-8-carbonyl chloride (0.620 g; 2.90 mmol) and 2-aminoacetophenone hydrochloride (0.500 g; 2.90 mmol) was added DMF (6 mL) and pyridine (1.2 mL). The reaction mixture was stirred for 16 hours at room temperature, and then poured onto water. The precipitate was filtered, washed with water, and dried in the vacuum oven, and used without further purification. δH (DMSO-d6) 8.89 (1H, s), 8.68 (1H, t, J=5.6), 8.06 (2H, dd, J=8.3, 1.2), (1H, t... Reactants: CN(C(C=C)=O)CC1=CN(C2=CC=CC=C12)C (N-methyl-N-(1-methyl-1H-indol-3-ylmethyl)acrylamide), BrC1=CC2=C(NC(C(NC2)(C)C)=O)N=C1 (7-bromo-3,3-dimethyl-1,3,4,5-tetrahydro-pyrido[2,3-e][1,4]diazepin-2-one), CN(C(C=C)=O)CC1=C(C2=C(S1)C=CC=C2)C (N-methyl-N-(3-methyl-benzo[b]thiophen-2-ylmethyl)acrylamide), BrC=1C=C(C(=NC1)N)CN1CCOCC1 (5-bromo-3-morpholin-4-ylmethyl-pyridin-2-ylamine). The product is NC1=C(C=C(C=N1)/C=C/C(=O)N(CC1=CN(C2=CC=CC=C12)C)C)CN1CCOCC1 ((E)-3-(6-Amino-5-morpholin-4-ylmethyl-pyridin-3-yl)-N-methyl-N-(1-methyl-1H-indol-3-ylmethyl)acrylamide). The yield is 38.0%. Reaction SMILES: [CH3:1][N:2]([CH2:7][C:8]1[C:16]2[C:11](=[CH:12][CH:13]=[CH:14][CH:15]=2)[N:10]([CH3:17])[CH:9]=1)[C:3](=[O:6])[CH:4]=[CH2:5].CN(CC1SC2C=CC=CC=2C=1C)C(=O)C=C.Br[C:36]1[CH:37]=[C:38]([CH2:43][N:44]2[CH2:49][CH2:48][O:47][CH2:46][CH2:45]2)[C:39]([NH2:42])=[N:40][CH:41]=1.BrC1C=NC2NC(=O)C(C)(C)NCC=2C=1>>[NH2:42][C:39]1[N:40]=[CH:41][C:36](/[CH:5]=[CH:4]/[C:3]([N:2]([CH3:1])[CH2:7][C:8]2[C:16]3[C:11](=[CH:12][CH:13]=[CH:14][CH:15]=3)[N:10]([CH3:17])[CH:9]=2)=[O:6])=[CH:37][C:38]=1[CH2:43][N:44]1[CH2:49][CH2:48][O:47][CH2:46][CH2:45]1. Procedure: According to the procedure of Example 2(a), except substituting N-methyl-N-(1-methyl-1H-indol-3-ylmethyl)acrylamide for the N-methyl-N-(3-methyl-benzo[b]thiophen-2-ylmethyl)acrylamide, and substituting 5-bromo-3-morpholin-4-ylmethyl-pyridin-2-ylamine for the 7-bromo-3,3-dimethyl-1,3,4,5-tetrahydro-pyrido[2,3-e][1,4]diazepin-2-one, the title compound (510 mg, 38%) was prepared as an off-white powder: 1H NMR (300 MHz, DMSO-d6) δ 8.13 (s, 1H),7.78 (s, 1H), 7.63-6.91 (m, 7H), 6.51 (s, 2H), 4.89-4.72... Run in CO (methanol), Cl (hydrogen chloride). Reactants: N1CCC(CC1)CCCC(=O)N(CC(=O)N[C@@H](CC(O)=O)C(=O)N[C@@H](CC1CCCCC1)C(=O)O)CC (N-[N-[N-(4-(piperidin-4-yl)butanoyl)-N-ethylglycyl]aspartyl]-β-cyclohexylalanine), C1(CCCCC1)C[C@H](N)C(=O)O (β-cyclohexylalanine). The product is COC([C@@H](N)CC1CCCCC1)=O (β-cyclohexyl-L-alanine methyl ester), hydrochloride salt. Procedure details: N-[N-[N-(4-(piperidin-4-yl)butanoyl)-N-ethylglycyl]aspartyl]-β-cyclohexylalanine ##STR6##A. β-cyclohexylalanine (1.12 g) is dissolved in of methanol (50 ml) and hydrogen chloride gas is bubbled through the solution for about 15 minutes. The solution is evaporated in vacuo and toluene azeotroped from the residue to give β-cyclohexyl-L-alanine methyl ester as the hydrochloride salt. RXN SMILES: N1CCC(CCCC(N(CC)CC(N[C@H](C([NH:24][C@H:25]([C:33]([OH:35])=[O:34])[CH2:26][CH:27]2[CH2:32][CH2:31][CH2:30][CH2:29][CH2:28]2)=O)CC(=O)O)=O)=O)CC1.[CH:38]1(C[C@@H](C(O)=O)N)CCCCC1>CO.Cl>[CH3:38][O:35][C:33](=[O:34])[C@H:25]([CH2:26][CH:27]1[CH2:28][CH2:29][CH2:30][CH2:31][CH2:32]1)[NH2:24]. The reactants are CC1=CC=C(N1CCCC1=CC=C(C=C1)CCCCCCC)C1=CC=C(O[C@@H](C(=O)O)CC2=CC=CC=C2)C=C1 ((2R)-2-{4-[5-methyl-1-(4-heptylphenylpropyl)-1H-pyrrol-2-yl]phenoxy}-3-phenylpropanoic acid), [OH-].[Na+].C(C)O (sodium hydroxide ethanol). The solvent is C(C)O (ethanol). The product is CC1=CC=C(N1CCCC1=CC=C(C=C1)CCCCCCC)C1=CC=C(O[C@@H](C(=O)[O-])CC2=CC=CC=C2)C=C1.[Na+] (Sodium (2R)-2-{4-[5-methyl-1-(4-heptylphenylpropyl)-1H-pyrrol-2-yl]phenoxy}-3-phenylpropanoate). Yield: 80.0%. RXN SMILES: [CH3:1][C:2]1[N:6]([CH2:7][CH2:8][CH2:9][C:10]2[CH:15]=[CH:14][C:13]([CH2:16][CH2:17][CH2:18][CH2:19][CH2:20][CH2:21][CH3:22])=[CH:12][CH:11]=2)[C:5]([C:23]2[CH:40]=[CH:39][C:26]([O:27][C@H:28]([CH2:32][C:33]3[CH:38]=[CH:37][CH:36]=[CH:35][CH:34]=3)[C:29]([OH:31])=[O:30])=[CH:25][CH:24]=2)=[CH:4][CH:3]=1.[OH-].[Na+:42].C(O)C>C(O)C>[CH3:1][C:2]1[N:6]([CH2:7][CH2:8][CH2:9][C:10]2[CH:15]=[CH:14][C:13]([CH2:16][CH2:17][CH2:18][CH2:19][CH2:20][CH2:21][CH3:22])=[CH:12][CH:11]=2)[C:5]([C:23]2[CH:40]=[CH:39][C:26]([O:27][C@H:28]([CH2:32][C:33]3[CH:34]=[CH:35][CH:36]=[CH:37][CH:38]=3)[C:29]([O-:31])=[O:30])=[CH:25][CH:24]=2)=[CH:4][CH:3]=1.[Na+:42] |f:1.2.3,5.6|. Procedure details: To a solution of (2R)-2-{4-[5-methyl-1-(4-heptylphenylpropyl)-1H-pyrrol-2-yl]phenoxy}-3-phenylpropanoic acid (969 mg, 1.74 mmol) in ethanol (10 ml) was added 1N sodium hydroxide-ethanol solution (1.71 ml, 1.71 mmol) and the mixture was concentrated. To the residue was added hexane to give the object compound as a solid. 740 mg, (yield 80%) Starting materials: CC1=CC=C(C=C1)C1=C(C#N)C=CC=C1 (2-(4-methylphenyl)benzonitrile), C1CC(=O)N(C1=O)Br (NBS), N(=NC(C#N)(CC(C)C)C)C(C#N)(CC(C)C)C (2,2′-azobis(2,4-dimethylvaleronitrile)), O (water). Run in ClCCl (dichloromethane). Run at temperature 47.5 celsius, time 5 hour. Product: BrCC1=CC=C(C=C1)C1=C(C#N)C=CC=C1 (2-(4-bromomethylphenyl)benzonitrile). RXN SMILES: [CH3:1][C:2]1[CH:7]=[CH:6][C:5]([C:8]2[CH:15]=[CH:14][CH:13]=[CH:12][C:9]=2[C:10]#[N:11])=[CH:4][CH:3]=1.C1C(=O)N([Br:23])C(=O)C1.N(C(C)(CC(C)C)C#N)=NC(C)(CC(C)C)C#N.O>ClCCl>[Br:23][CH2:1][C:2]1[CH:3]=[CH:4][C:5]([C:8]2[CH:15]=[CH:14][CH:13]=[CH:12][C:9]=2[C:10]#[N:11])=[CH:6][CH:7]=1. Reported procedure: A mixture of 2-(4-methylphenyl)benzonitrile [MPB] 23 g, NBS 22 g and 2,2′-azobis(2,4-dimethylvaleronitrile) 47 mg was suspended in dichloromethane 44 ml and the mixture was stirred at 45-50° C. for about 5 hours. To the reaction mixture was added water 46 ml and the organic layer was separated. This operation was conducted three times. The organic layer was concentrated and acetonitrile 50 ml was added to the concentrate. The solution was again concentrated and acetonitrile 50 ml was added to th...